From a dataset of the Open Reaction Database (ORD), a public repository of structured organic reaction records. describe an organic reaction: reactants, conditions, products, and yield Starting materials: OCC(C(=O)OCC)C1=CC(=CC(=C1)C)OC (Ethyl 3-hydroxy-2-(3-methoxy-5-methylphenyl)-propionate), [OH-].[Na+] (NaOH). The solvent is CO.O (MeOH H2O). The product is OCC(C(=O)O)C1=CC(=CC(=C1)C)OC (3-Hydroxy-2-(3-methoxy-5-methylphenyl)-propionic Acid). As a reaction SMILES: [OH:1][CH2:2][CH:3]([C:9]1[CH:14]=[C:13]([CH3:15])[CH:12]=[C:11]([O:16][CH3:17])[CH:10]=1)[C:4]([O:6]CC)=[O:5].[OH-].[Na+]>CO.O>[OH:1][CH2:2][CH:3]([C:9]1[CH:14]=[C:13]([CH3:15])[CH:12]=[C:11]([O:16][CH3:17])[CH:10]=1)[C:4]([OH:6])=[O:5] |f:1.2,3.4|. Procedure: A solution of ethyl 3-hydroxy-2-(3-methoxy-5-methylphenyl)-propionate (1.7 g; 7.1 mmol; from step (vi) above) and NaOH (7.0 g, 180 mmol) in 200 mL MeOH:H2O (1:1) was stirred at room temperature for 2 hours. The reaction mixture was then concentrated, washed with ether and acidified. The resulting mixture was extracted twice with ether, and the combined organic layers were washed with water, dried (Na2SO4), and evaporated to yield 1.47 g (98%).